This data is from the Open Reaction Database (ORD), a public repository of structured organic reaction records. The task is: describe an organic reaction: reactants, conditions, products, and yield Reactants: COC1=CC=C(C=C1)CCN (2-(4-methoxyphenyl)ethanamine), ClC1=CC=C(CN2C(=CC3=CC=CC=C23)C(=O)N2CCC(CC2)C(=O)O)C=C1 (1-(1-(4-chlorobenzyl)-1H-indole-2-carbonyl)piperidine-4-carboxylic acid), CCN=C=NCCCN(C)C (EDCI), ON1N=NC2=C1C=CC=C2 (1-hydroxybenzotriazole). Run in C(Cl)Cl (DCM), O (water), C(C)(=O)OCC (ethyl acetate). Run at time 8 hour. Product: ClC1=CC=C(CN2C(=CC3=CC=CC=C23)C(=O)N2CCC(CC2)C(=O)NCCC2=CC=C(C=C2)OC)C=C1 (1-(1-(4-chlorobenzyl)-1H-indole-2-carbonyl)-N-(4-methoxyphenethyl)piperidine-4-carboxamide). As a reaction SMILES: [Cl:1][C:2]1[CH:28]=[CH:27][C:5]([CH2:6][N:7]2[C:15]3[C:10](=[CH:11][CH:12]=[CH:13][CH:14]=3)[CH:9]=[C:8]2[C:16]([N:18]2[CH2:23][CH2:22][CH:21]([C:24]([OH:26])=O)[CH2:20][CH2:19]2)=[O:17])=[CH:4][CH:3]=1.CCN=C=NCCCN(C)C.ON1C2C=CC=CC=2N=N1.[CH3:50][O:51][C:52]1[CH:57]=[CH:56][C:55]([CH2:58][CH2:59][NH2:60])=[CH:54][CH:53]=1>C(Cl)Cl.O.C(OCC)(=O)C>[Cl:1][C:2]1[CH:28]=[CH:27][C:5]([CH2:6][N:7]2[C:15]3[C:10](=[CH:11][CH:12]=[CH:13][CH:14]=3)[CH:9]=[C:8]2[C:16]([N:18]2[CH2:23][CH2:22][CH:21]([C:24]([NH:60][CH2:59][CH2:58][C:55]3[CH:56]=[CH:57][C:52]([O:51][CH3:50])=[CH:53][CH:54]=3)=[O:26])[CH2:20][CH2:19]2)=[O:17])=[CH:4][CH:3]=1. Procedure: 1-(1-(4-chlorobenzyl)-1H-indole-2-carbonyl)piperidine-4-carboxylic acid (100 mg, 0.252 mmol), EDCI (72.5 mg, 0.378 mmol), and 1-hydroxybenzotriazole (51.1 mg, 0.378 mmol) were dissolved in DCM (Volume: 3.0 ml). The reaction was stirred at room temperature for 10 minutes before Hunig'sBase (0.066 ml, 0.378 mmol) and 2-(4-methoxyphenyl)ethanamine (0.055 ml, 0.378 mmol) were added. The reaction was allowed to stir overnight at room temperature. The reaction was diluted with water and ethyl acetate.... The reactants are BrCC(=O)C1=CC=C(C=C1)NC(C)=O (N-[4-(2-bromoacetyl)phenyl]acetamide), [BH4-].[Na+] (NaBH4). The solvent is C(C)OCC (diethyl ether), O (water). Reaction conditions: time 15 minute. Yields the product BrCC(O)C1=CC=C(C=C1)NC(C)=O (N-[4-(2-bromo-1-hydroxyethyl)phenyl]acetamide). The yield is 18.9%. Reaction SMILES: [Br:1][CH2:2][C:3]([C:5]1[CH:10]=[CH:9][C:8]([NH:11][C:12](=[O:14])[CH3:13])=[CH:7][CH:6]=1)=[O:4].[BH4-].[Na+]>C(OCC)C.O>[Br:1][CH2:2][CH:3]([C:5]1[CH:10]=[CH:9][C:8]([NH:11][C:12](=[O:14])[CH3:13])=[CH:7][CH:6]=1)[OH:4] |f:1.2|. Procedure details: To a solution of N-[4-(2-bromoacetyl)phenyl]acetamide (2.1 g, 0.0082 mol, in 30 mL of methanol) was introduced solid NaBH4 (1.0 g, 0.026 mol) at 0° C. and stirred at that temperature for 15 minutes. The mixture was diluted with diethyl ether (20 mL) and water (20 mL). The ether phase was separated and the aqueous phase was extracted with diethyl ether. The ether phases were combined and washed with brine, dried. Purification on a silica gel column gave the title compound as a white solid (0.40 g... As a reaction SMILES: [Br:12][CH2:13][CH2:14][CH2:15][CH2:16][C:17](=[O:18])[O:19][CH3:20].[CH3:22][N:23]([CH3:24])[CH:25]=[O:26].[H-:1].[Na+:2].[OH2:21].[n:3]1[cH:4][c:5]([CH2:9][C:10]#[N:11])[cH:6][cH:7][cH:8]1>>[n:3]1[cH:4][c:5]([CH:9]([C:10]#[N:11])[CH2:13][CH2:14][CH2:15][CH2:16][C:17](=[O:18])[O:19][CH3:20])[cH:6][cH:7][cH:8]1. Yields the product COC(=O)CCCCC(C#N)c1cccnc1. Reactants: COC(=O)CCCCBr, CN(C)C=O, [H-], [Na+], O, N#CCc1cccnc1. Reactants: Nc1ccccc1Cl, Nc1nc(Cl)c(N=Nc2ccc(Cl)cc2)c(NC2CC(CO)C(O)C2O)n1. Product: Nc1nc(Cl)c(N=Nc2ccccc2Cl)c(NC2CC(CO)C(O)C2O)n1. As a reaction SMILES: [Cl:28][c:29]1[c:30]([NH2:31])[cH:32][cH:33][cH:34][cH:35]1.[NH2:1][c:2]1[n:3][c:4]([Cl:27])[c:5]([N:18]=[N:19][c:20]2[cH:21][cH:22][c:23]([Cl:24])[cH:25][cH:26]2)[c:6]([NH:8][CH:9]2[CH:10]([OH:17])[CH:11]([OH:16])[CH:12]([CH2:14][OH:15])[CH2:13]2)[n:7]1>>[NH2:1][c:2]1[n:3][c:4]([Cl:27])[c:5]([N:18]=[N:19][c:30]2[c:29]([Cl:28])[cH:35][cH:34][cH:33][cH:32]2)[c:6]([NH:8][CH:9]2[CH:10]([OH:17])[CH:11]([OH:16])[CH:12]([CH2:14][OH:15])[CH2:13]2)[n:7]1.